This data is from the Open Reaction Database (ORD), a public repository of structured organic reaction records. The task is: describe an organic reaction: reactants, conditions, products, and yield Starting materials: C(CCC)C=1C=CC(=NC1)C(=O)O (5-butylpyridine-2-carboxylic acid), Cl.NC=1C=C(C(=N)N)C=CC1N (3,4-diaminobenzamidine hydrochloride), polyphosphoric acid, O (water), [OH-].[Na+] (sodium hydroxide), CO (methanol). The solvent is C(C)(=O)OCC (ethyl acetate), CCOCC (ether), CC(=O)C (acetone). Reaction conditions: time 30 minute. Product: C(CCC)C=1C=CC(=NC1)N1C=NC2=C1C=CC(=C2)C(=N)N (5-butylpyridin-2-yl-1H-benzimidazole-5-carboxamidine). RXN SMILES: [CH2:1]([C:5]1[CH:6]=[CH:7][C:8](C(O)=O)=[N:9][CH:10]=1)[CH2:2][CH2:3][CH3:4].Cl.[NH2:15][C:16]1[CH:17]=[C:18]([CH:22]=[CH:23][C:24]=1[NH2:25])[C:19]([NH2:21])=[NH:20].O.[OH-].[Na+].[CH3:29]O>C(OCC)(=O)C.CCOCC.CC(C)=O>[CH2:1]([C:5]1[CH:6]=[CH:7][C:8]([N:25]2[C:24]3[CH:23]=[CH:22][C:18]([C:19]([NH2:21])=[NH:20])=[CH:17][C:16]=3[N:15]=[CH:29]2)=[N:9][CH:10]=1)[CH2:2][CH2:3][CH3:4] |f:1.2,4.5|. Procedure details: A mixture comprising 5-butylpyridine-2-carboxylic acid (4 g, 22.3 mmol), 3,4-diaminobenzamidine hydrochloride (3.8 g, 20.1 mmol) and polyphosphoric acid (15 mL) was heated at 185° C. for 2.5 hours, cooled and then poured into water (100 mL). The mixture was cooled to 0° C. and neutralized with 50% sodium hydroxide to give a precipitate. The precipitate was isolated by filtration, washed with water and stirred with saturated sodium bicarbonate solution for 30 minutes. The precipitate was again is... Reactants: C(C)(=O)NC1=C2C(C(=O)N(C2=O)C(CC(=O)O)C2=CC(=C(C=C2)OC)OCC)=CC=C1 (3-(3-acetoamidophthalimido)-3-(3-ethoxy-4-methoxyphenyl)propanoic acid), C(=O)(N1C=NC=C1)N1C=NC=C1 (carbonyldiimidazole), Cl.NO (hydroxylamine hydrochloride). The solvent is O1CCCC1 (tetrahydrofuran). Product: C(C)(=O)NC1=C2C(C(=O)N(C2=O)C(CC(=O)NO)C2=CC(=C(C=C2)OC)OCC)=CC=C1 (3-(3-acetoamidophthalimido)-3-(3-ethoxy-4-methoxyphenyl)-N-hydroxypropionamide). The yield is 48.2%. RXN SMILES: [C:1]([NH:4][C:5]1[CH:31]=[CH:30][CH:29]=[C:7]2[C:8]([N:10]([CH:13]([C:18]3[CH:23]=[CH:22][C:21]([O:24][CH3:25])=[C:20]([O:26][CH2:27][CH3:28])[CH:19]=3)[CH2:14][C:15]([OH:17])=O)[C:11](=[O:12])[C:6]=12)=[O:9])(=[O:3])[CH3:2].C(N1C=CN=C1)(N1C=CN=C1)=O.Cl.[NH2:45][OH:46]>O1CCCC1>[C:1]([NH:4][C:5]1[CH:31]=[CH:30][CH:29]=[C:7]2[C:8]([N:10]([CH:13]([C:18]3[CH:23]=[CH:22][C:21]([O:24][CH3:25])=[C:20]([O:26][CH2:27][CH3:28])[CH:19]=3)[CH2:14][C:15]([NH:45][OH:46])=[O:17])[C:11](=[O:12])[C:6]=12)=[O:9])(=[O:3])[CH3:2] |f:2.3|. Reported procedure: 3-(3-Acetoamidophthalimido)-3-(3-ethoxy-4-methoxyphenyl)-N-hydroxypropionamide was prepared by the procedure of Example 1 from 3-(3-acetoamidophthalimido)-3-(3-ethoxy-4-methoxyphenyl)propanoic acid (2.0 g, 4.7 mmol), carbonyldiimidazole (1.14 g, 7.03 mmol) and hydroxylamine hydrochloride (651 mg, 9.37 mmol) in tetrahydrofuran (10 mL) to afford 3-(3-acetoamidophthalimido)-3-(3-ethoxy-4-methoxyphenyl)-N-hydroxypropionamide as a white solid (1.0 g, 48% yield): mp, 117.0–119.0° C.; 1H NMR (DMSO-d6) ... The reactants are ClC1=NC=C(C=C1)COC1=CC=C(C=C1)[N+](=O)[O-] (2-chloro-5-(4-nitrophenoxy) methylpyridine), [Cl-].[NH4+] (ammonium chloride). The reagents and catalysts are [Fe] (iron). Run in C(C)O (ethanol), O (water), CCOCC (ether). Yields the product ClC1=NC=C(C=C1)COC1=CC=C(C=C1)N (2-chloro-5-(4-aminophenoxy)methylpyridine). Reaction SMILES: [Cl:1][C:2]1[CH:7]=[CH:6][C:5]([CH2:8][O:9][C:10]2[CH:15]=[CH:14][C:13]([N+:16]([O-])=O)=[CH:12][CH:11]=2)=[CH:4][N:3]=1.[Cl-].[NH4+]>C(O)C.O.CCOCC.[Fe]>[Cl:1][C:2]1[CH:7]=[CH:6][C:5]([CH2:8][O:9][C:10]2[CH:15]=[CH:14][C:13]([NH2:16])=[CH:12][CH:11]=2)=[CH:4][N:3]=1 |f:1.2|. Procedure: Two grams (7.6 mmol) of 2-chloro-5-(4-nitrophenoxy) methylpyridine and 4 grams (76.0 mmol) of ammonium chloride in 40 ml of ethanol and 20 ml of water are heated to 60°, after which 2.1 grams (38.0 mmol) of iron powder is added in small portions over 15 minutes. The mixture is heated under reflux for 2 hours. The reaction is cooled and stripped, and the residue is taken up in ether, washed with water, dried over sodium sulfate and stripped to yield 2-chloro-5-(4-aminophenoxy)methylpyridine. Starting materials: O (water), OC1=C(C(=CC=C1)I)S(=O)(=O)N (2-hydroxy-6-iodobenzenesulfonamide), C(CC)I (propyl iodide), C([O-])([O-])=O.[K+].[K+] (potassium carbonate). The solvent is CN(C=O)C (dimethylformamide). Conditions: time 1 hour. Yields the product IC1=C(C(=CC=C1)OCCC)S(=O)(=O)N (2-Iodo-6-propoxybenzenesulfonamide). Reaction SMILES: [OH:1][C:2]1[CH:7]=[CH:6][CH:5]=[C:4]([I:8])[C:3]=1[S:9]([NH2:12])(=[O:11])=[O:10].C(=O)([O-])[O-].[K+].[K+].[CH2:19](I)[CH2:20][CH3:21].O>CN(C)C=O>[I:8][C:4]1[CH:5]=[CH:6][CH:7]=[C:2]([O:1][CH2:19][CH2:20][CH3:21])[C:3]=1[S:9]([NH2:12])(=[O:11])=[O:10] |f:1.2.3|. Procedure: 5.00 g (16.72 mmol) of 2-hydroxy-6-iodobenzenesulfonamide are introduced in 50 ml of dimethylformamide and this initial charge is admixed with 2.54 g (18.39 mmol) of potassium carbonate. This mixture is stirred at room temperature for 1 h. Thereafter 3.13 g (18.39 mmol) of propyl iodide are added dropwise and the reaction mixture is stirred at room temperature for 3 h. It is then poured into water, and the product precipitates out. The solid is washed with water and dried. This gives 4.00 g (70%... Reactants: ClC1=CC(=C(S1)C(=O)NCCO)[Si](C)(C)C (5-Chloro-N-(2-hydroxyethyl)-3-trimethylsilyl-2-thiophenecarboxamide), S(=O)(Cl)Cl (thionyl chloride), ice water. The solvent is C(Cl)Cl (CH2Cl2), C(Cl)Cl (CH2Cl2). Yields the product ClC1=CC(=C(S1)C(=O)NCCCl)[Si](C)(C)C (5-Chloro-N-(2-chloroethyl)-3-(trimethylsilyl)-2-thiophenecarboxamide). Reaction SMILES: [Cl:1][C:2]1[S:6][C:5]([C:7]([NH:9][CH2:10][CH2:11]O)=[O:8])=[C:4]([Si:13]([CH3:16])([CH3:15])[CH3:14])[CH:3]=1.S(Cl)([Cl:19])=O>C(Cl)Cl>[Cl:1][C:2]1[S:6][C:5]([C:7]([NH:9][CH2:10][CH2:11][Cl:19])=[O:8])=[C:4]([Si:13]([CH3:16])([CH3:15])[CH3:14])[CH:3]=1. Procedure details: A solution of the compound of Example 263 (0.4 g) and 1 mL thionyl chloride in 6 mL CH2Cl2 was refluxed for 1 h, then cooled and poured into ice-water. Additional CH2Cl2 was added. The organic layer was separated, washed with brine, dried and concentrated. Flash chromatography of the residue with 5% ethyl acetate-hexane as eluent gave 0.4 g of the desired product as a white solid. m.p. 68°-72° C. The reactants are ClC=1C=C(C(=O)OC)C=CC1C(C)OC1=CC=CC=C1 (methyl 3-chloro-4-(1-phenoxyethyl)benzoate), O.[OH-].[Li+] (lithium hydroxide monohydrate), O (water), CO (methanol). Run in O1CCCC1 (tetrahydrofuran). Run at temperature 20 celsius, time 5 hour. Product: ClC=1C=C(C(=O)O)C=CC1C(C)OC1=CC=CC=C1 (3-chloro-4-(1-phenoxyethyl)benzoic acid). Isolated yield 66.9%. As a reaction SMILES: [Cl:1][C:2]1[CH:3]=[C:4]([CH:9]=[CH:10][C:11]=1[CH:12]([O:14][C:15]1[CH:20]=[CH:19][CH:18]=[CH:17][CH:16]=1)[CH3:13])[C:5]([O:7]C)=[O:6].O.[OH-].[Li+].O.CO>O1CCCC1>[Cl:1][C:2]1[CH:3]=[C:4]([CH:9]=[CH:10][C:11]=1[CH:12]([O:14][C:15]1[CH:20]=[CH:19][CH:18]=[CH:17][CH:16]=1)[CH3:13])[C:5]([OH:7])=[O:6] |f:1.2.3|. Reported procedure: A mixture of methyl 3-chloro-4-(1-phenoxyethyl)benzoate (750 mg, 2.7 mmol), lithium hydroxide monohydrate (571 mg, 13.6 mmol), water (5 mL) and methanol (5 mL) in tetrahydrofuran (15 mL) was stirred at 20° C. for 5 hours. The reaction mixture was concentrated. The residue was acidified to pH=2 with concentrated hydrochloride solution. The mixture was extracted with ethyl acetate (20 mL×2). The organic phase was dried over sodium sulfate and filtered. The filtrate was concentrated. The residue wa... Starting materials: C([O-])(O)=O.[Na+] (sodium bicarbonate), C(C)(C)(C)OC(=O)N[C@H](C(C=C)O)CC1CCCCC1 (4(S)-t-Butyloxycarbonylamino-5-cyclohexyl-3(R,S)-hydroxy-1-pentene), COC(=C)C (2-methoxypropene), C1(=CC=C(C=C1)S(=O)(=O)[O-])C.[NH+]1=CC=CC=C1 (pyridinium p-toluenesulfonate). Solvent: ClCCl (dichloromethane). Run at time 1 hour. The product is C(C)(C)(C)OC(=O)N1C(OC(C1CC1CCCCC1)C=C)(C)C (3-(t-Butyloxycarbonyl)-4-(cyclohexylmethyl)-2,2-dimethyl-5-vinyloxazolidine). Yield: 124.9%. As a reaction SMILES: [C:1]([O:5][C:6]([NH:8][C@@H:9]([CH2:14][CH:15]1[CH2:20][CH2:19][CH2:18][CH2:17][CH2:16]1)[CH:10]([OH:13])[CH:11]=[CH2:12])=[O:7])([CH3:4])([CH3:3])[CH3:2].CO[C:23]([CH3:25])=[CH2:24].C1(C)C=CC(S([O-])(=O)=O)=CC=1.[NH+]1C=CC=CC=1.C(=O)(O)[O-].[Na+]>ClCCl>[C:1]([O:5][C:6]([N:8]1[CH:9]([CH2:14][CH:15]2[CH2:16][CH2:17][CH2:18][CH2:19][CH2:20]2)[CH:10]([CH:11]=[CH2:12])[O:13][C:23]1([CH3:25])[CH3:24])=[O:7])([CH3:2])([CH3:3])[CH3:4] |f:2.3,4.5|. Reported procedure: The procedure of S. Thaisrivong (J. Med. Chem. 1987, 30, 976) was employed. A solution of 40 g of the resultant compound of Example 17 and 102 g of 2-methoxypropene in 250 ml of dichloromethane was stirred at room temperature. Solid pyridinium p-toluenesulfonate (PPTS) (177 g) was added slowly to the reaction mixture. After addition was complete, the reaction was stirred for 1 h and neutralized by addition of solid sodium bicarbonate. The solids were filtered and the filtrate was concentrated. F... Starting materials: C[S-].[Na+] (sodium thiomethoxide), ClC=1C=CC=2C(C3=CC=CC(=C3OC2C1)OC)=O (3-chloro-5-methoxyxanthone), O (water). Run in CN(C=O)C (dimethylformamide), CN(C=O)C (dimethylformamide). The product is COC1=C2OC=3C=C(C=CC3C(C2=CC=C1)=O)SC (5-methoxy-3-(methylthio)xanthone). As a reaction SMILES: Cl[C:2]1[CH:3]=[CH:4][C:5]2[C:6](=[O:18])[C:7]3[C:12]([O:13][C:14]=2[CH:15]=1)=[C:11]([O:16][CH3:17])[CH:10]=[CH:9][CH:8]=3.[CH3:19][S-:20].[Na+].O>CN(C)C=O>[CH3:17][O:16][C:11]1[CH:10]=[CH:9][CH:8]=[C:7]2[C:12]=1[O:13][C:14]1[CH:15]=[C:2]([S:20][CH3:19])[CH:3]=[CH:4][C:5]=1[C:6]2=[O:18] |f:1.2|. Procedure: A suspension of 3-chloro-5-methoxyxanthone (5 g.) in dimethylformamide is added to a solution of excess sodium thiomethoxide in dimethylformamide (prepared from methyl mercaptan and sodium hydride). After 1 hour the reaction mixture is poured into water and extracted with ether, giving on evaporation 5-methoxy-3-(methylthio)xanthone, m.p. 201°-203° C. on recrystallisation from methanol. Starting materials: 1,4-(4-benzylphenylamino)-6-fluoro-1,7-naphthyridine-3-carbonitrile, NCCN1CCOCC1 (4-(2-aminoethyl)morpholine), C(C1=CC=CC=C1)C1=CC=C(C=C1)NC1=C(C=NC2=CN=C(C=C12)F)C#N (4-(4-benzylphenylamino)-6-fluoro-1,7-naphthyridine-3-carbonitrile). Product: C(C1=CC=CC=C1)C1=CC=C(C=C1)NC1=C(C=NC2=CN=C(C=C12)NCCN1CCOCC1)C#N (4-(4-benzylphenylamino)-6-(2-morpholinoethylamino)-1,7-naphthyridine-3-carbonitrile). Isolated yield 144.0%. Reaction SMILES: [NH2:1][CH2:2][CH2:3][N:4]1[CH2:9][CH2:8][O:7][CH2:6][CH2:5]1.[CH2:10]([C:17]1[CH:22]=[CH:21][C:20]([NH:23][C:24]2[C:33]3[C:28](=[CH:29][N:30]=[C:31](F)[CH:32]=3)[N:27]=[CH:26][C:25]=2[C:35]#[N:36])=[CH:19][CH:18]=1)[C:11]1[CH:16]=[CH:15][CH:14]=[CH:13][CH:12]=1>>[CH2:10]([C:17]1[CH:18]=[CH:19][C:20]([NH:23][C:24]2[C:33]3[C:28](=[CH:29][N:30]=[C:31]([NH:1][CH2:2][CH2:3][N:4]4[CH2:9][CH2:8][O:7][CH2:6][CH2:5]4)[CH:32]=3)[N:27]=[CH:26][C:25]=2[C:35]#[N:36])=[CH:21][CH:22]=1)[C:11]1[CH:16]=[CH:15][CH:14]=[CH:13][CH:12]=1. Procedure details: Following the procedure described above in Example 1,4-(4-benzylphenylamino)-6-fluoro-1,7-naphthyridine-3-carbonitrile (0.675 g, 1.90 mmol) was reacted with 4-(2-aminoethyl)morpholine (5.0 mL, 5.0 g, 38 mmol). This process was repeated with three additional aliquots of 4-(4-benzylphenylamino)-6-fluoro-1,7-naphthyridine-3-carbonitrile (0.62 g, 0.62 g, 0.30 g). The contents of all four tubes were worked up together, and the crude product purified by flash chromatography over silica gel (5-6% MeOH ... The reactants are CC1(CC=C(CC1)C1=C(C=CC(=C1)CC1=NN=NN1)NC(=O)C=1N(C=C(N1)C#N)COCC[Si](C)(C)C)C (4-cyano-1-(2-trimethylsilanyl-ethoxymethyl)-1H-imidazole-2-carboxylic acid [2-(4,4-dimethyl-cyclohex-1-enyl)-4-(1H-tetrazol-5-ylmethyl)-phenyl]-amide), Cl.ClCCN(C)C ((2-chloro-ethyl)-dimethyl-amine hydrochloride), CCN(C(C)C)C(C)C (DIEA). The solvent is CCOC(=O)C (EtOAc), CN(C)C=O (DMF). Run at temperature 100 celsius. Yields the product CN(CCN1N=C(N=N1)CC1=CC(=C(C=C1)NC(=O)C=1N(C=C(N1)C#N)COCC[Si](C)(C)C)C1=CCC(CC1)(C)C)C (4-Cyano-1-(2-trimethylsilanyl-ethoxymethyl)-1H-imidazole-2-carboxylic acid [4-[2-(2-dimethylamino-ethyl)-2H-tetrazol-5-ylmethyl]-2-(4,4-dimethyl-cyclohex-1-enyl)-phenyl]-amide). Yield: 24.8%. RXN SMILES: [CH3:1][C:2]1([CH3:38])[CH2:7][CH2:6][C:5]([C:8]2[CH:13]=[C:12]([CH2:14][C:15]3[NH:19][N:18]=[N:17][N:16]=3)[CH:11]=[CH:10][C:9]=2[NH:20][C:21]([C:23]2[N:24]([CH2:30][O:31][CH2:32][CH2:33][Si:34]([CH3:37])([CH3:36])[CH3:35])[CH:25]=[C:26]([C:28]#[N:29])[N:27]=2)=[O:22])=[CH:4][CH2:3]1.Cl.Cl[CH2:41][CH2:42][N:43]([CH3:45])[CH3:44].CCN(C(C)C)C(C)C>CN(C=O)C.CCOC(C)=O>[CH3:44][N:43]([CH3:45])[CH2:42][CH2:41][N:17]1[N:18]=[N:19][C:15]([CH2:14][C:12]2[CH:11]=[CH:10][C:9]([NH:20][C:21]([C:23]3[N:24]([CH2:30][O:31][CH2:32][CH2:33][Si:34]([CH3:35])([CH3:37])[CH3:36])[CH:25]=[C:26]([C:28]#[N:29])[N:27]=3)=[O:22])=[C:8]([C:5]3[CH2:6][CH2:7][C:2]([CH3:38])([CH3:1])[CH2:3][CH:4]=3)[CH:13]=2)=[N:16]1 |f:1.2|. Procedure: A solution of 4-cyano-1-(2-trimethylsilanyl-ethoxymethyl)-1H-imidazole-2-carboxylic acid [2-(4,4-dimethyl-cyclohex-1-enyl)-4-(1H-tetrazol-5-ylmethyl)-phenyl]-amide (as prepared in Example 42, step (b), 78 mg, 0.14 mmol) and (2-chloro-ethyl)-dimethyl-amine hydrochloride (63 mg, 0.43 mmol) in DMF (1 mL) was treated with DIEA (128 μL, 0.73 mmol) and then heated at 100° C. for 1 h. The reaction was allowed to cool to room temperature, diluted with EtOAc (25 mL) and then washed with water (2×10 mL). ...